Dataset: the Open Reaction Database (ORD), a public repository of structured organic reaction records. Task: describe an organic reaction: reactants, conditions, products, and yield Reactants: C(C(=O)N)(=O)O (oxalamic acid), C(=O)(N1C=NC=C1)N1C=NC=C1 (1,1′-carbonyldiimidazole), N1C[C@H](C2=CC=CC=C12)CCN1CCN(CC1)C=1C=C2C=CNC2=CC1 (5-{4-[(S)-2-(2,3-dihydro-1H-indol-3-yl)-ethyl]-piperazin-1-yl}-1H-indole). RXN SMILES: [C:1](O)(=[O:5])[C:2]([NH2:4])=[O:3].C(N1C=CN=C1)(N1C=CN=C1)=O.[NH:19]1[C:27]2[C:22](=[CH:23][CH:24]=[CH:25][CH:26]=2)[C@H:21]([CH2:28][CH2:29][N:30]2[CH2:35][CH2:34][N:33]([C:36]3[CH:37]=[C:38]4[C:42](=[CH:43][CH:44]=3)[NH:41][CH:40]=[CH:39]4)[CH2:32][CH2:31]2)[CH2:20]1>CN(C)C=O>[NH:41]1[C:42]2[C:38](=[CH:37][C:36]([N:33]3[CH2:32][CH2:31][N:30]([CH2:29][CH2:28][C@H:21]4[C:22]5[C:27](=[CH:26][CH:25]=[CH:24][CH:23]=5)[N:19]([C:1](=[O:5])[C:2]([NH2:4])=[O:3])[CH2:20]4)[CH2:35][CH2:34]3)=[CH:44][CH:43]=2)[CH:39]=[CH:40]1. The solvent is CN(C=O)C (N,N-dimethyl formamide), CN(C=O)C (N,N-dimethyl formamide). The product is N1C=CC2=CC(=CC=C12)N1CCN(CC1)CC[C@@H]1CN(C2=CC=CC=C12)C(C(=O)N)=O (2-((+)-(S)-3-{2-[4-(1H-Indol-5-yl)-piperazin-1-yl]-ethyl}2,3-dihydro-1H-indol-1-yl)-2-oxo-acetamide). Conditions: time 1 hour. The yield is 64.9%. Reported procedure: To a solution of oxalamic acid (2.35 g, 0.026 mol) and 1,1′-carbonyldiimidazole (4.66 g, 0.029 mol) in dry N,N-dimethyl formamide (50 mL) was slowly added a solution of 5-{4-[(S)-2-(2,3-dihydro-1H-indol-3-yl)-ethyl]-piperazin-1-yl}-1H-indole (8.3 g, 0.024 mol) in N,N-dimethyl formamide (75 mL). The resulting mixture was stirred at room temperature for 1 h, filtered and poured onto brine. The aqueous phase was extracted with ethyl acetate, and the combined organic phase was washed with brine, dri... Reactants: COC=1C=C(C=CC1)N1CCN(CC1)CC1=CC=C(C=C1)N (1-(m-methoxyphenyl)-4-[(4-aminophenyl)methyl]piperazine), ClC1=CC=NC2=CC(=CC=C12)Cl (4,7-dichloroquinoline). Procedure: In the manner given in Example 1C, 1-(m-methoxyphenyl)-4-[(4-aminophenyl)methyl]piperazine and 4,7-dichloroquinoline are reacted together at reflux to give 4-[[4-[[4-(m-methoxyphenyl)-1-piperazinyl]methyl]phenyl]amino]-7-chloroquinoline. Yields the product COC=1C=C(C=CC1)N1CCN(CC1)CC1=CC=C(C=C1)NC1=CC=NC2=CC(=CC=C12)Cl (4-[[4-[[4-(m-methoxyphenyl)-1-piperazinyl]methyl]phenyl]amino]-7-chloroquinoline). Reaction SMILES: [CH3:1][O:2][C:3]1[CH:4]=[C:5]([N:9]2[CH2:14][CH2:13][N:12]([CH2:15][C:16]3[CH:21]=[CH:20][C:19]([NH2:22])=[CH:18][CH:17]=3)[CH2:11][CH2:10]2)[CH:6]=[CH:7][CH:8]=1.Cl[C:24]1[C:33]2[C:28](=[CH:29][C:30]([Cl:34])=[CH:31][CH:32]=2)[N:27]=[CH:26][CH:25]=1>>[CH3:1][O:2][C:3]1[CH:4]=[C:5]([N:9]2[CH2:10][CH2:11][N:12]([CH2:15][C:16]3[CH:17]=[CH:18][C:19]([NH:22][C:24]4[C:33]5[C:28](=[CH:29][C:30]([Cl:34])=[CH:31][CH:32]=5)[N:27]=[CH:26][CH:25]=4)=[CH:20][CH:21]=3)[CH2:13][CH2:14]2)[CH:6]=[CH:7][CH:8]=1. The reactants are S(=O)(=O)(O)[O-].[K+] (potassium hydrogen sulfate), BrC=1C=C2C=NNC2=C(C1)Cl (5-Bromo-7-chloroindazole), [H-].[Na+] (sodium hydride), C(C)(C)(C)[Li] (tert-butyllithium), CCCCC (pentane), C([O-])(O)=O.[Na+] (sodium bicarbonate). The solvent is CN(C=O)C (Dimethylformamide), O (water), C(C)OCC (diethyl ether), O1CCCC1 (tetrahydrofuran), CO (methanol). Conditions: time 15 minute. The product is ClC=1C=C(C=C2C=NNC12)C=O (7-Chloroindazole-5-carboxaldehyde). Reaction SMILES: Br[C:2]1[CH:3]=[C:4]2[C:8](=[C:9]([Cl:11])[CH:10]=1)[NH:7][N:6]=[CH:5]2.[H-].[Na+].C([Li])(C)(C)C.CCCCC.S([O-])(O)(=O)=O.[K+].[C:30](=O)(O)[O-:31].[Na+]>CO.O.C(OCC)C.CN(C)C=O.O1CCCC1>[Cl:11][C:9]1[CH:10]=[C:2]([CH:30]=[O:31])[CH:3]=[C:4]2[C:8]=1[NH:7][N:6]=[CH:5]2 |f:1.2,5.6,7.8|. Procedure: 5-Bromo-7-chloroindazole (2.0 g, 8.7 mmol) and sodium hydride (221 mg, 1.1 equiv) were weighed into a flame-dried round-bottom flask containing a magnetic stir bar. Under a nitrogen atmosphere at room temperature, dry tetrahydrofuran (30 mL) was added. The mixture was stirred at room temperature for 15 min, during which time it became homogeneous. The stirred mixture was cooled to −78° C. and a solution of tert-butyllithium in pentane (1.7 M, 10.5 mL, 2.0 equiv) was added over several minutes. A... Starting materials: O=C(Cl)OCc1ccccc1, ClCCl, NCC(O)C1C=CCO1, [Na+], [Na+], O=C([O-])[O-], C1CCOC1, O. Yields the product O=C(NCC(O)C1C=CCO1)OCc1ccccc1. As a reaction SMILES: [CH2:16]([c:17]1[cH:18][cH:19][cH:20][cH:21][cH:22]1)[O:23][C:24](=[O:25])[Cl:26].[Cl:27][CH2:28][Cl:29].[NH2:7][CH2:8][CH:9]([OH:10])[CH:11]1[O:12][CH2:13][CH:14]=[CH:15]1.[Na+:1].[Na+:2].[O-:3][C:4](=[O:5])[O-:6].[O:31]1[CH2:32][CH2:33][CH2:34][CH2:35]1.[OH2:30]>>[NH:7]([CH2:8][CH:9]([OH:10])[CH:11]1[O:12][CH2:13][CH:14]=[CH:15]1)[C:24]([O:23][CH2:16][c:17]1[cH:18][cH:19][cH:20][cH:21][cH:22]1)=[O:25]. Reactants: C1(=CC=CC=C1)O (Phenol), [O-]CC.[Na+] (sodium ethoxide), BrCCCCC (1-bromopentane). Run in C(C)O (ethanol). Yields the product C(CCCC)OC1=CC=CC=C1 (n-Pentyloxybenzene). As a reaction SMILES: [C:1]1([OH:7])[CH:6]=[CH:5][CH:4]=[CH:3][CH:2]=1.[O-]CC.[Na+].Br[CH2:13][CH2:14][CH2:15][CH2:16][CH3:17]>C(O)C>[CH2:13]([O:7][C:1]1[CH:6]=[CH:5][CH:4]=[CH:3][CH:2]=1)[CH2:14][CH2:15][CH2:16][CH3:17] |f:1.2|. Procedure: Phenol (0.5 mole) was added to a solution of sodium ethoxide in ethanol (2 N; 250 ml) and 1-bromopentane (0.5 mole) was added dropwise while stirring. The mixture was heated under reflux for three hours and most of the solvent was then distilled off. Water was added to the residue and the organic layer was separated, washed twice with 10% aqueous NaOH, water, dilute H2SO4 and water, and was then dried over MgSO4. It was distilled in vacuo to give the title compound, b.p. 97°-101° C. at 14 mm Hg ... The reactants are O (H2O), NC=1C=C(C=CC1)N1CCN(CC1)CCOC(NC1=C(C=CC=C1)OCC)=O (2-[4-(3-aminophenyl)piperazino]ethyl-N-(2-ethoxyphenyl)carbamate), TEA, C(C)(=O)Cl (acetyl chloride). Solvent: C1CCOC1 (THF). Reaction conditions: time 20 hour. Product: C(C)(=O)NC=1C=C(C=CC1)N1CCN(CC1)CCOC(NC1=C(C=CC=C1)OCC)=O (2-{4-[3-(acetylamino)phenyl]piperazino}ethyl-N-(2-ethoxyphenyl)carbamate). The yield is 42.2%. RXN SMILES: [NH2:1][C:2]1[CH:3]=[C:4]([N:8]2[CH2:13][CH2:12][N:11]([CH2:14][CH2:15][O:16][C:17](=[O:28])[NH:18][C:19]3[CH:24]=[CH:23][CH:22]=[CH:21][C:20]=3[O:25][CH2:26][CH3:27])[CH2:10][CH2:9]2)[CH:5]=[CH:6][CH:7]=1.[C:29](Cl)(=[O:31])[CH3:30].O>C1COCC1>[C:29]([NH:1][C:2]1[CH:3]=[C:4]([N:8]2[CH2:9][CH2:10][N:11]([CH2:14][CH2:15][O:16][C:17](=[O:28])[NH:18][C:19]3[CH:24]=[CH:23][CH:22]=[CH:21][C:20]=3[O:25][CH2:26][CH3:27])[CH2:12][CH2:13]2)[CH:5]=[CH:6][CH:7]=1)(=[O:31])[CH3:30]. Reported procedure: To a mixture of 77 mg (0.2 mmol) of 2-[4-(3-aminophenyl)piperazino]ethyl-N-(2-ethoxyphenyl)carbamate derivative and 44.6 μl (0.32 mmol, 1.6 eq) of TEA in 5 ml of THF, 71 μl (0.3 mmol, 1.5 eq) of acetyl chloride is added. Shaking is carried out at room temperature for about 20 hours. Then H2O is added and the aqueous phase is extracted with CH2Cl2. After drying on Na2SO4 and concentration under vacuum, a white solid is obtained which is purified by column chromatography (eluent CH2Cl2/iPrOH 9:1) ... Reactants: O=C(n1ccnc1)n1ccnc1, CS(N)(=O)=O, CC(C)(Oc1ccc(Cl)cc1C1CC(=O)NC(c2cc(F)ccc2Cl)C12C(=O)Nc1cc(Cl)ccc12)C(=O)O, Cl, [H-], [Na+], CN(C)C=O, O. Product: CC(C)(Oc1ccc(Cl)cc1C1CC(=O)NC(c2cc(F)ccc2Cl)C12C(=O)Nc1cc(Cl)ccc12)C(=O)NS(C)(=O)=O. RXN SMILES: [C:40]([n:41]1[cH:42][cH:43][n:44][cH:45]1)([n:46]1[cH:47][cH:48][n:49][cH:50]1)=[O:51].[CH3:52][S:53](=[O:54])(=[O:55])[NH2:56].[Cl:1][c:2]1[cH:3][cH:4][c:5]2[c:9]([cH:10]1)[NH:8][C:7](=[O:11])[C:6]21[CH:12]([c:32]2[c:33]([Cl:39])[cH:34][cH:35][c:36]([F:38])[cH:37]2)[NH:13][C:14](=[O:31])[CH2:15][CH:16]1[c:17]1[c:18]([O:24][C:25]([CH3:26])([CH3:27])[C:28](=[O:29])[OH:30])[cH:19][cH:20][c:21]([Cl:23])[cH:22]1.[ClH:59].[H-:58].[Na+:57].[O:60]=[CH:61][N:62]([CH3:63])[CH3:64].[OH2:65]>>[Cl:1][c:2]1[cH:3][cH:4][c:5]2[c:9]([cH:10]1)[NH:8][C:7](=[O:11])[C:6]21[CH:12]([c:32]2[c:33]([Cl:39])[cH:34][cH:35][c:36]([F:38])[cH:37]2)[NH:13][C:14](=[O:31])[CH2:15][CH:16]1[c:17]1[c:18]([O:24][C:25]([CH3:26])([CH3:27])[C:28](=[O:29])[NH:56][S:53]([CH3:52])(=[O:54])=[O:55])[cH:19][cH:20][c:21]([Cl:23])[cH:22]1.